Dataset: the Open Reaction Database (ORD), a public repository of structured organic reaction records. Task: describe an organic reaction: reactants, conditions, products, and yield The reactants are Cl.COC(C(CC1=CC(=C(C=C1)Cl)Cl)N)=O (2-amino-3-(3,4-dichloro-phenyl)-propionic acid methyl ester hydrochloride), N1=C2C(=NS1)C(=CC=C2)S(=O)(=O)NC2=C(C(=O)O)C=CC(=C2)I (2-(benzo[1,2,5]thiadiazole-4-sulfonylamino)-4-iodo-benzoic acid). Yields the product COC([C@H](CC1=CC(=C(C=C1)Cl)Cl)NC(C1=C(C=C(C=C1)I)NS(=O)(=O)C1=CC=CC=2C1=NSN2)=O)=O ((S)-2-[2-(Benzo[1,2,5]thiadiazole-4-sulfonylamino)-4-iodo-benzoylamino]-3-(3,4-dichloro-phenyl)-propionic acid methyl ester). As a reaction SMILES: Cl.[CH3:2][O:3][C:4](=[O:16])[CH:5]([NH2:15])[CH2:6][C:7]1[CH:12]=[CH:11][C:10]([Cl:13])=[C:9]([Cl:14])[CH:8]=1.[N:17]1[S:21][N:20]=[C:19]2[C:22]([S:26]([NH:29][C:30]3[CH:38]=[C:37]([I:39])[CH:36]=[CH:35][C:31]=3[C:32](O)=[O:33])(=[O:28])=[O:27])=[CH:23][CH:24]=[CH:25][C:18]=12>>[CH3:2][O:3][C:4](=[O:16])[C@@H:5]([NH:15][C:32](=[O:33])[C:31]1[CH:35]=[CH:36][C:37]([I:39])=[CH:38][C:30]=1[NH:29][S:26]([C:22]1[C:19]2=[N:20][S:21][N:17]=[C:18]2[CH:25]=[CH:24][CH:23]=1)(=[O:28])=[O:27])[CH2:6][C:7]1[CH:12]=[CH:11][C:10]([Cl:13])=[C:9]([Cl:14])[CH:8]=1 |f:0.1|. Procedure details: The title compound was prepared from 2-amino-3-(3,4-dichloro-phenyl)-propionic acid methyl ester hydrochloride (prepared as in Example 2, Part A) and 2-(benzo[1,2,5]thiadiazole-4-sulfonylamino)-4-iodo-benzoic acid as in Example 1, Part C. HPLC: RT=10.50 min. MS (ESI−): mass calcd. for C22H15Cl3N4O5S2, 691.35; m/z found, 689/691 [M−H]−. 1H NMR (400 MHz, CDCl3): 11.34 (s, 1H), 8.36 (dd, J=7.1, 0.9, 1H), 8.23 (dd, J=8.8, 0.9, 1H), 8.08 (d, J=1.5, 1H), 7.73 (dd, J=8.8, 7.1, 1H), 7.36-7.30 (m, 2H), 7... Reactants: Cc1ccccc1, C=Cc1ccc2c(c1)C(=O)NCC2, [H-], CI, [Na+], C1CCOC1, O. Product: C=Cc1ccc2c(c1)C(=O)N(C)CC2. RXN SMILES: [CH3:19][c:20]1[cH:21][cH:22][cH:23][cH:24][cH:25]1.[CH:1](=[CH2:2])[c:3]1[cH:4][cH:5][c:6]2[c:11]([cH:12]1)[C:10](=[O:13])[NH:9][CH2:8][CH2:7]2.[H-:14].[I:16][CH3:17].[Na+:15].[O:26]1[CH2:27][CH2:28][CH2:29][CH2:30]1.[OH2:18]>>[CH:1](=[CH2:2])[c:3]1[cH:4][cH:5][c:6]2[c:11]([cH:12]1)[C:10](=[O:13])[N:9]([CH3:17])[CH2:8][CH2:7]2. Reactants: O[C@@H](CC(=O)OCC)C (ethyl (R)-3-hydroxybutanoate), [Si](C)(C)(C(C)(C)C)Cl (tert-butyldimethylsilyl chloride), N1C=NC=C1 (imidazole). The solvent is CN(C)C=O (DMF). Reaction conditions: time 18 hour. Yields the product O([Si](C)(C)C(C)(C)C)[C@@H](CC(=O)OCC)C (Ethyl (R)-3-(tert-butyldimethylsiloxy)butanoate). Reaction SMILES: [OH:1][C@H:2]([CH3:9])[CH2:3][C:4]([O:6][CH2:7][CH3:8])=[O:5].[Si:10](Cl)([C:13]([CH3:16])([CH3:15])[CH3:14])([CH3:12])[CH3:11].N1C=CN=C1>CN(C=O)C>[O:1]([C@H:2]([CH3:9])[CH2:3][C:4]([O:6][CH2:7][CH3:8])=[O:5])[Si:10]([C:13]([CH3:16])([CH3:15])[CH3:14])([CH3:12])[CH3:11]. Procedure: To a stirred, room temperature solution of ethyl (R)-3-hydroxybutanoate (5.00 g, 37.8 mmol) and tert-butyldimethylsilyl chloride (6.85 g, 45.5 mmol) in DMF (90 mL) was added imidazole (3.87 g, 56.9 mmol). This reaction mixture was stirred at room temperature for 18 hours. The reaction mixture was partitioned between hexane (300 mL) and water (100 mL). The organic layer was washed with water (2×100 mL) then dried (MgSO4) and filtered. The filtrate was concentrated under reduced pressure to give t... The reactants are C1(CCC1)N (cyclobutylamine), C(=O)([O-])[O-].[K+].[K+] (K2CO3), C(C)(C)(C)OC(NC1=NC=C(N=C1)CBr)=O ((5-Bromomethyl-pyrazin-2-yl)-carbamic acid tert-butyl ester). The solvent is C1CCOC1 (THF), C1CCOC1 (THF). Reaction conditions: time 8 hour. Product: C(C)(C)(C)OC(NC1=NC=C(N=C1)CNC1CCC1)=O ((5-Cyclobutylaminomethyl-pyrazin-2-yl)-carbamic acid tert-butyl ester). Isolated yield 36.0%. As a reaction SMILES: [CH:1]1([NH2:5])[CH2:4][CH2:3][CH2:2]1.C([O-])([O-])=O.[K+].[K+].[C:12]([O:16][C:17](=[O:27])[NH:18][C:19]1[CH:24]=[N:23][C:22]([CH2:25]Br)=[CH:21][N:20]=1)([CH3:15])([CH3:14])[CH3:13]>C1COCC1>[C:12]([O:16][C:17](=[O:27])[NH:18][C:19]1[CH:24]=[N:23][C:22]([CH2:25][NH:5][CH:1]2[CH2:4][CH2:3][CH2:2]2)=[CH:21][N:20]=1)([CH3:15])([CH3:14])[CH3:13] |f:1.2.3|. Procedure details: In a dried 100 mL round bottom flask was added cyclobutylamine (740 mg, 889 μL, 10.4 mmol, Eq: 3), K2CO3 (480 mg, 3.47 mmol, Eq: 1.00) and THF at rt. under argon. To the mixture was added a solution of (5-Bromomethyl-pyrazin-2-yl)-carbamic acid tert-butyl ester (1 g, 3.47 mmol, Eq: 1.00) in THF dropwise. The resulting reaction mixture was stirred vigorously at room temperature under argon overnight. The reaction was concentrated, diluted with water/DCM and extracted with DCM (2×30 mL). Combined ...